This data is from the Open Reaction Database (ORD), a public repository of structured organic reaction records. The task is: describe an organic reaction: reactants, conditions, products, and yield Reactants: [Br-], CC(C)(C)OC(=O)NCCBr, O=C([O-])[O-], COC(=O)c1cccc(-c2cccc(O)c2)c1, CN(C)C=O, [K+], [K+]. The product is COC(=O)c1cccc(-c2cccc(OCCNC(=O)OC(C)(C)C)c2)c1. Reaction SMILES: [Br-:35].[Br:18][CH2:19][CH2:20][NH:21][C:22](=[O:23])[O:24][C:25]([CH3:26])([CH3:27])[CH3:28].[C:29](=[O:30])([O-:31])[O-:32].[CH3:1][O:2][C:3](=[O:4])[c:5]1[cH:6][c:7](-[c:11]2[cH:12][c:13]([OH:17])[cH:14][cH:15][cH:16]2)[cH:8][cH:9][cH:10]1.[CH3:36][N:37]([CH3:38])[CH:39]=[O:40].[K+:33].[K+:34]>>[CH3:1][O:2][C:3](=[O:4])[c:5]1[cH:6][c:7](-[c:11]2[cH:12][c:13]([O:17][CH2:19][CH2:20][NH:21][C:22](=[O:23])[O:24][C:25]([CH3:26])([CH3:27])[CH3:28])[cH:14][cH:15][cH:16]2)[cH:8][cH:9][cH:10]1. The reactants are FC1=C(C=CC(=C1)C)CC(=O)O (2-(2-fluoro-4-methylphenyl)acetic acid), [K+].COC(CC(=O)[O-])=O (3-methoxy-3-oxopropanoic acid potassium salt). Reported procedure: The title compound was prepared from 2-(2-fluoro-4-methylphenyl)acetic acid and 3-methoxy-3-oxopropanoic acid potassium salt according to the procedure for the preparation of Example 170, part A. 1H NMR (300 MHz, CDCl3): δ 2.35 (3H, s), 3.52 (2H, s), 3.74 (3H, s), 3.83 (2H, s), 6.89-6.95 (2H, m), 7.05-7.08 (1H, m). Yields the product FC1=C(C=CC(=C1)C)CC(CC(=O)OC)=O (methyl 4-(2-fluoro-4-methylphenyl)-3-oxobutanoate). As a reaction SMILES: [F:1][C:2]1[CH:7]=[C:6]([CH3:8])[CH:5]=[CH:4][C:3]=1[CH2:9][C:10]([OH:12])=O.[K+].[CH3:14][O:15][C:16](=[O:21])[CH2:17]C([O-])=O>>[F:1][C:2]1[CH:7]=[C:6]([CH3:8])[CH:5]=[CH:4][C:3]=1[CH2:9][C:10](=[O:12])[CH2:17][C:16]([O:15][CH3:14])=[O:21] |f:1.2|. Reactants: CS(=O)(=O)Cl (methanesulfonyl chloride), N1CCC(=CC1)C1=CC=C(C=C1)NC(=O)N1CC2=CC=CC=C2C1 (N-[4-(1,2,3,6-tetrahydropyridin-4-yl)phenyl]-1,3-dihydro-2H-isoindole-2-carboxamide), NC=1C=C2CN(CC2=CC1)C(=O)NC1=CC=C(C=C1)C(NCCC)=O (5-amino-N-(4-(propylcarbamoyl)phenyl)isoindoline-2-carboxamide). Yields the product C(C)(C)S(=O)(=O)N1CCC(=CC1)C1=CC=C(C=C1)NC(=O)N1CC2=CC=CC=C2C1 (N-{4-[1-(isopropylsulfonyl)-1,2,3,6-tetrahydropyridin-4-yl]phenyl}-1,3-dihydro-2H-isoindole-2-carboxamide). Reaction SMILES: C[S:2](Cl)(=[O:4])=[O:3].[NH:6]1[CH2:11][CH:10]=[C:9]([C:12]2[CH:17]=[CH:16][C:15]([NH:18][C:19]([N:21]3[CH2:29][C:28]4[C:23](=[CH:24][CH:25]=[CH:26][CH:27]=4)[CH2:22]3)=[O:20])=[CH:14][CH:13]=2)[CH2:8][CH2:7]1.N[C:31]1C=C2C(=[CH:38][CH:39]=1)CN(C(NC1C=CC(C(=O)NCCC)=CC=1)=O)C2>>[CH:39]([S:2]([N:6]1[CH2:7][CH:8]=[C:9]([C:12]2[CH:17]=[CH:16][C:15]([NH:18][C:19]([N:21]3[CH2:22][C:23]4[C:28](=[CH:27][CH:26]=[CH:25][CH:24]=4)[CH2:29]3)=[O:20])=[CH:14][CH:13]=2)[CH2:10][CH2:11]1)(=[O:4])=[O:3])([CH3:38])[CH3:31]. Reported procedure: The title compound was prepared as described in Example 283, substituting propane-2-sulfonyl chloride for methanesulfonyl chloride and N-[4-(1,2,3,6-tetrahydropyridin-4-yl)phenyl]-1,3-dihydro-2H-isoindole-2-carboxamide for 5-amino-N-(4-(propylcarbamoyl)phenyl)isoindoline-2-carboxamide. 1H NMR (400 MHz, DMSO-d6) δ ppm 8.38-8.40 (m, 1H), 7.56-7.59 (m, 2H), 7.29-7.38 (m, 6H), 6.11-6.14 (m, 1H), 4.76-4.80 (m, 4H), 3.93-3.96 (m, 2H), 3.49 (t, J=5.5 Hz, 2H), 3.35-3.45 (m, 1H), 2.47-2.51 (m, 2H), 1.24 ... Reactants: Br[Si](C)(C)C (Bromotrimethylsilane), NC1=NC(=C2N=CN(C2=N1)OCC(COCP(=O)(OCC)OCC)O)OC (2-amino-9-[3-(diethoxyphosphorylmethoxy)-2-hydroxypropoxy]-6-methoxypurine). The solvent is ClCCl (dichloromethane). Reaction conditions: temperature 20 celsius, time 16 hour. Product: OC(CON1C=2N=C(NC(C2N=C1)=O)N)COCP(=O)(O)O (9-[2-hydroxy-3-(phosphonomethoxy)propoxy]guanine). The yield is 72.4%. RXN SMILES: Br[Si](C)(C)C.[NH2:6][C:7]1[N:15]=[C:14]2[C:10]([N:11]=[CH:12][N:13]2[O:16][CH2:17][CH:18]([OH:30])[CH2:19][O:20][CH2:21][P:22]([O:27]CC)([O:24]CC)=[O:23])=[C:9]([O:31]C)[N:8]=1>ClCCl>[OH:30][CH:18]([CH2:19][O:20][CH2:21][P:22]([OH:24])([OH:27])=[O:23])[CH2:17][O:16][N:13]1[CH:12]=[N:11][C:10]2[C:9](=[O:31])[NH:8][C:7]([NH2:6])=[N:15][C:14]1=2. Procedure details: Bromotrimethylsilane (1.43 ml, 10.9 mmol) was added to a solution of 2-amino-9-[3-(diethoxyphosphorylmethoxy)-2-hydroxypropoxy]-6-methoxypurine (220 mg, 0.54 mmol) in dichloromethane (10 ml) and then stirred at 20° C. for 16 h. The reaction mixture was evaporated in vacuo and co-evaporated with toluene. The residue was recrystallised from water-acetone affording 9-[2-hydroxy-3-(phosphonomethoxy)propoxy]guanine (131 mg, 72%) as a white solid m.p. 245°-247° C., decomp. λmax (H2O) 252 (ε13,200)nm; ... The reactants are O=C([O-])[O-], CCOc1cc2cc(C(=O)OC)sc2cc1O, CCCI, CCC(C)=O, [I-], [K+], [K+], [K+]. The product is CCCOc1cc2sc(C(=O)OC)cc2cc1OCC. RXN SMILES: [C:18](=[O:19])([O-:20])[O-:21].[CH2:1]([CH3:2])[O:3][c:4]1[c:5]([OH:17])[cH:6][c:7]2[c:8]([cH:9][c:10]([C:12](=[O:13])[O:14][CH3:15])[s:11]2)[cH:16]1.[CH2:26]([CH2:27][CH3:28])[I:29].[CH2:30]([C:31]([CH3:32])=[O:33])[CH3:34].[I-:25].[K+:22].[K+:23].[K+:24]>>[CH2:1]([CH3:2])[O:3][c:4]1[c:5]([O:17][CH2:26][CH2:27][CH3:28])[cH:6][c:7]2[c:8]([cH:9][c:10]([C:12](=[O:13])[O:14][CH3:15])[s:11]2)[cH:16]1.